From a dataset of the Open Reaction Database (ORD), a public repository of structured organic reaction records. describe an organic reaction: reactants, conditions, products, and yield Starting materials: COC(\C=C(/CCl)\OC)=O (4-chloro-3-methoxy-but-2E-enoic acid methyl ester), NCC(=O)O (glycine), [OH-].[Na+] (NaOH), [OH-].[Na+] (NaOH), COC(\C=C(/CCl)\OC)=O (4-chloro-3-methoxy-but-2E-enoic acid methyl ester), COC(C\C=C\OCCl)=O (4-chloromethoxy-but-3E-enoic acid methyl ester). The solvent is O (H2O). Reaction conditions: temperature 70 celsius, time 1 hour. The product is COC1=CC(N(C1)CC(=O)O)=O (4-methoxy-3-pyrrolin-2-on-1-yl-acetic acid). Yield: 304.6%. Reaction SMILES: [NH2:1][CH2:2][C:3]([OH:5])=[O:4].[OH-].[Na+].C[O:9][C:10](=O)/[CH:11]=[C:12](/[O:15][CH3:16])\[CH2:13]Cl.COC(=O)C/C=C/OCCl>O>[CH3:16][O:15][C:12]1[CH2:13][N:1]([CH2:2][C:3]([OH:5])=[O:4])[C:10](=[O:9])[CH:11]=1 |f:1.2|. Reported procedure: 30 g (400 mmol) of glycine was suspended in 60 ml of H2O and heated to 70° C. 10M of NaOH was added with an autotitrator up to pH 8.5. Then, 22.4 g (136 mmol) of 4-chloro-3-methoxy-but-2E-enoic acid methyl ester was added at 70° to 75° C. The pH was kept constant at 8.5 by adding 10M of NaOH. After 1 hour, another 22.4 g (136 mmol) of 4-chloro-3-methoxy-but-2E-enoic acid methyl ester was added, and, after another hour, 22.4 g (136 mmol) of 4-chloromethoxy-but-3E-enoic acid methyl ester again was...